From a dataset of the Open Reaction Database (ORD), a public repository of structured organic reaction records. describe an organic reaction: reactants, conditions, products, and yield The reactants are ClC=1N=CNC1Cl (4,5-Dichloroimidazole), [OH-].[K+] (Potassium hydroxide), BrCC (1-bromethane), [K+].[Br-] (KBr), BrCCC1=CC=CC2=CC=CC=C12 (1-(2-bromoethyl)naphthalene). Solvent: C(C)#N (acetonitrile). Reaction conditions: time 0.5 hour. The product is [Br-].C(CCCC)[N+]1=CN(C(=C1Cl)Cl)C1=C(C=CC2=CC=CC=C12)CC (1-pentyl-3-(2-ethyl-1-naphthyl)-4,5-dichloroimidazolium bromide). Reaction SMILES: [Cl:1][C:2]1[N:3]=[CH:4][NH:5][C:6]=1[Cl:7].[OH-].[K+].[Br:10][CH2:11][CH3:12].[K+].[Br-].BrCC[C:18]1[C:27]2[C:22](=[CH:23][CH:24]=[CH:25][CH:26]=2)[CH:21]=[CH:20][CH:19]=1>C(#N)C>[Br-:10].[CH2:20]([N+:3]1[C:2]([Cl:1])=[C:6]([Cl:7])[N:5]([C:26]2[C:27]3[C:22](=[CH:21][CH:20]=[CH:19][CH:18]=3)[CH:23]=[CH:24][C:25]=2[CH2:11][CH3:12])[CH:4]=1)[CH2:19][CH2:18][CH2:27][CH3:26] |f:1.2,4.5,8.9|. Procedure: 4,5-Dichloroimidazole (1.23 g, 9 mmol) will be dissolved into acetonitrile. Potassium hydroxide (0.61 g, 9.9 mmol) will be added and the mixture will be allowed to stir for 0.5 h. 1-bromethane (9 mmol) will be added and the solution will be allowed to reflux overnight. The solution will be filtered hot to remove a white precipitate (presumed to be KBr) and 1-(2-bromoethyl)naphthalene (9 mmol) will be added and the mixture will be returned to reflux overnight. The mixture will be allowed to cool ... Reactants: O (Water), FC(S(=O)(=O)OS(=O)(=O)C(F)(F)F)(F)F (Trifluoromethanesulfonic anhydride), COC(=O)C1=CC2=CC=C(C=C2C(=C1C)O)F (6-fluoro-4-hydroxy-3-methyl-naphthalene-2-carboxylic acid methyl ester), N1=CC=CC=C1 (pyridine). The solvent is CCCCCC (hexane), C(C)(=O)OCC (ethyl acetate), ClCCl (dichloromethane). Product: COC(=O)C1=CC2=CC=C(C=C2C(=C1C)OS(=O)(=O)C(F)(F)F)F (6-fluoro-3-methyl-4-trifluoromethane-sulfonyloxynaphthalene-2-carboxylic acid methyl ester). Reaction SMILES: FC(F)(F)S([O:6][S:7]([C:10]([F:13])([F:12])[F:11])(=[O:9])=[O:8])(=O)=O.[CH3:16][O:17][C:18]([C:20]1[C:29]([CH3:30])=[C:28](O)[C:27]2[C:22](=[CH:23][CH:24]=[C:25]([F:32])[CH:26]=2)[CH:21]=1)=[O:19].N1C=CC=CC=1.O>ClCCl.CCCCCC.C(OCC)(=O)C>[CH3:16][O:17][C:18]([C:20]1[C:29]([CH3:30])=[C:28]([O:6][S:7]([C:10]([F:11])([F:12])[F:13])(=[O:8])=[O:9])[C:27]2[C:22](=[CH:23][CH:24]=[C:25]([F:32])[CH:26]=2)[CH:21]=1)=[O:19]. Reported procedure: Trifluoromethanesulfonic anhydride (3.52 mL, 20.8 mmol) was added drop-wise over a period of 30 minutes to a 0° C. solution of 6-fluoro-4-hydroxy-3-methyl-naphthalene-2-carboxylic acid methyl ester (3.75 g, 16.0 mmol) in dichloromethane (120 mL) and pyridine (1.95 mL, 24.2 mmol). The resulting mixture was allowed to warm slowly to room temperature with stirring, and the reaction mixture was stirred at room temperature for 3.5 hours. After this time, the reaction mixture was cooled to 0° C. Water... Reactants: CN(CCC1=CNC2=CC=C(C=C12)C=O)C (3-(2-dimethylamino-ethyl)-1H-indole-5-carbaldehyde), C(C1=CC=CC=C1)OC(=O)NN (hydrazinecarboxylic acid benzyl ester). Run in CO (methanol). The product is C(C1=CC=CC=C1)OC(=O)NN=CC=1C=C2C(=CNC2=CC1)CCN(C)C (N′-[3-(2-Dimethylamino-ethyl)-1H-indol-5-ylmethylene]-hydrazinecarboxylic acid benzyl ester). RXN SMILES: [CH3:1][N:2]([CH3:16])[CH2:3][CH2:4][C:5]1[C:13]2[C:8](=[CH:9][CH:10]=[C:11]([CH:14]=O)[CH:12]=2)[NH:7][CH:6]=1.[CH2:17]([O:24][C:25]([NH:27][NH2:28])=[O:26])[C:18]1[CH:23]=[CH:22][CH:21]=[CH:20][CH:19]=1>CO>[CH2:17]([O:24][C:25]([NH:27][N:28]=[CH:14][C:11]1[CH:12]=[C:13]2[C:8](=[CH:9][CH:10]=1)[NH:7][CH:6]=[C:5]2[CH2:4][CH2:3][N:2]([CH3:16])[CH3:1])=[O:26])[C:18]1[CH:23]=[CH:22][CH:21]=[CH:20][CH:19]=1. Procedure: A 50 ml flask is charged with 3-(2-dimethylamino-ethyl)-1H-indole-5-carbaldehyde (Reference Example 9; 2.16 g, 10 mmol), hydrazinecarboxylic acid benzyl ester (1.66 g, 10 mmol), and methanol (30 ml). This mixture is heated at reflux over night, and then the solvent is removed on the rotavapor to leave the hydrazone as a foam. 1H-NMR (CDCl3, 300 MHz) δ 2.24 (s, 6H, N(CH3)2); 2.55, 2.81 (2 m, 2H each, CH2CH2NHMe2); 5.22 (s, 2H, OCH2); 6.86 (d, 1H, J=2 Hz, H-2); 7.09 (d, 1H, J=8.5 Hz, H-7); 7.23-7.... Reactants: FC1=C(C=CC(=C1)F)C(C(C(=O)OCC)(F)F)(CN1N=CN=C1)O (ethyl 3-(2,4-difluorophenyl)-2,2-difluoro-3-hydroxy-4-(1H-1,2,4-triazol-1-yl)butyrate), Cl (hydrochloric acid), CC1CNCC(O1)C (2,6-dimethylmorpholine), C(C)(=O)OCC (ethyl acetate). Solvent: C(C)O (ethanol), O (water). Yields the product FC1=C(C=CC(=C1)F)C(C(C(=O)N1CC(OC(C1)C)C)(F)F)(CN1N=CN=C1)O (4-[3-(2,4-difluorophenyl)-2,2-difluoro-3-hydroxy-4-(1H-1,2,4-triazol-1-yl)butanoyl]-2,6-dimethylmorpholine). Yield: 8.3%. Reaction SMILES: [F:1][C:2]1[CH:7]=[C:6]([F:8])[CH:5]=[CH:4][C:3]=1[C:9]([OH:24])([CH2:18][N:19]1[CH:23]=[N:22][CH:21]=[N:20]1)[C:10]([F:17])([F:16])[C:11](OCC)=[O:12].[CH3:25][CH:26]1[O:31][CH:30]([CH3:32])[CH2:29][NH:28][CH2:27]1.C(OCC)(=O)C.Cl>C(O)C.O>[F:1][C:2]1[CH:7]=[C:6]([F:8])[CH:5]=[CH:4][C:3]=1[C:9]([OH:24])([CH2:18][N:19]1[CH:23]=[N:22][CH:21]=[N:20]1)[C:10]([F:17])([F:16])[C:11]([N:28]1[CH2:27][CH:26]([CH3:25])[O:31][CH:30]([CH3:32])[CH2:29]1)=[O:12]. Procedure details: In 1 ml of ethanol was dissolved 100 mg of ethyl 3-(2,4-difluorophenyl)-2,2-difluoro-3-hydroxy-4-(1H-1,2,4-triazol-1-yl)butyrate. To the resulting solution was added 330 mg of 2,6-dimethylmorpholine. The resulting mixture was subjected to reaction for 2 hours under reflux. Then, the reaction mixture was introduced into a mixed solvent consisting of 20 ml of ethyl acetate and 10 ml of water. The resulting solution was adjusted to pH 2.0 with 6N hydrochloric acid. The organic layer was separated, ... Starting materials: O1CCOC12CCC(CC2)N2N=NC(=C2)[Si](C)(C)C (1-(1,4-dioxa-spiro[4.5]dec-8-yl)-4-trimethylsilanyl-1H-[1,2,3]-triazole), solution, [F-].C(CCC)[N+](CCCC)(CCCC)CCCC (tetrabutylammonium fluoride). Solvent: CCOC(=O)C (EtOAc), C1CCOC1 (THF), C1CCOC1 (THF). Reaction conditions: time 48 hour. Product: O1CCOC12CCC(CC2)N2N=NC=C2 (1-(1,4-dioxa-spiro[4.5]dec-8-yl)-1H-[1,2,3]triazole). As a reaction SMILES: [O:1]1[C:5]2([CH2:10][CH2:9][CH:8]([N:11]3[CH:15]=[C:14]([Si](C)(C)C)[N:13]=[N:12]3)[CH2:7][CH2:6]2)[O:4][CH2:3][CH2:2]1.[F-].C([N+](CCCC)(CCCC)CCCC)CCC>C1COCC1.CCOC(C)=O>[O:1]1[C:5]2([CH2:10][CH2:9][CH:8]([N:11]3[CH:15]=[CH:14][N:13]=[N:12]3)[CH2:7][CH2:6]2)[O:4][CH2:3][CH2:2]1 |f:1.2|. Reported procedure: A solution of 1-(1,4-dioxa-spiro[4.5]dec-8-yl)-4-trimethylsilanyl-1H-[1,2,3]-triazole (1.60 g, 5.68) in 41 mL of dry THF is treated by a 1M solution of tetrabutylammonium fluoride in THF (9.0 mL, 9.0 mmol). The resulting mixture is stirred for 48 h at room temperature under nitrogen. It is diluted with EtOAc, washed with saturated aqueous ammonium chloride, water and brine, dried over Na2SO4 and concentrated to give 1-(1,4-dioxa-spiro[4.5]dec-8-yl)-1H-[1,2,3]triazole. Starting materials: ClCl (chlorine), C(C=C)OC1=C(C=CC=C1)S(=O)(=O)NC(=O)NC1=NC(=NC(=N1)OC)C (N-(2-allyloxyphenylsulfonyl)-N'-(4-methoxy-6-methyl-1,3,5-triazin-2-yl)urea), C(Cl)Cl (methylene chloride). The solvent is petroleum ether. Run at time 18 hour. The product is ClC(COC1=C(C=CC=C1)S(=O)(=O)NC(=O)NC1=NC(=NC(=N1)OC)C)CCl (N-[2-(2,3-dichloropropyloxy)-phenylsulfonyl]-N'-(4-methoxy-6-methyl-1,3,5-triazin-2-yl)urea). RXN SMILES: [Cl:1]Cl.[CH2:3]([O:6][C:7]1[CH:12]=[CH:11][CH:10]=[CH:9][C:8]=1[S:13]([NH:16][C:17]([NH:19][C:20]1[N:25]=[C:24]([O:26][CH3:27])[N:23]=[C:22]([CH3:28])[N:21]=1)=[O:18])(=[O:15])=[O:14])[CH:4]=C.[CH2:29]([Cl:31])Cl>>[Cl:1][CH:4]([CH2:29][Cl:31])[CH2:3][O:6][C:7]1[CH:12]=[CH:11][CH:10]=[CH:9][C:8]=1[S:13]([NH:16][C:17]([NH:19][C:20]1[N:25]=[C:24]([O:26][CH3:27])[N:23]=[C:22]([CH3:28])[N:21]=1)=[O:18])(=[O:15])=[O:14]. Procedure: 2.13 g of chlorine are introduced within 20 minutes into a solution of 11.37 g of N-(2-allyloxyphenylsulfonyl)-N'-(4-methoxy-6-methyl-1,3,5-triazin-2-yl)urea in 100 ml of methylene chloride at a temperature of 0° C. The reaction mixture is stirred for a further 18 hours at room temperature. After addition of petroleum ether, the product is precipitated. Yield: 12.1 g of N-[2-(2,3-dichloropropyloxy)-phenylsulfonyl]-N'-(4-methoxy-6-methyl-1,3,5-triazin-2-yl)urea with a melting point of 117°-118° C... The reactants are Fluorobenzenes, substituted anilines, FF (fluorine), FC1=CC=CC=C1 (fluorobenzene), Cl.NC1=CC=CC=C1 (aniline hydrochloride), [Cl-].C1(=CC=CC=C1)[N+]#N (benzenediazonium chloride), F[B-](F)(F)F (tetrafluoroborate), FC1=CC=CC=C1 (fluorobenzene), NC1=CC=CC=C1 (aniline), [F-].C1(=CC=CC=C1)[N+]#N (benzenediazonium fluoride), II. Solvent: F (hydrogen fluoride). Yields the product FC1=CC(=CC=C1)F (1,3-Difluorobenzene), C1(=CC(=CC=C1)N)N (m-phenylenediamine). Reaction SMILES: FF.[F:3][C:4]1[CH:9]=[CH:8][CH:7]=[CH:6][CH:5]=1.Cl.[NH2:11][C:12]1[CH:17]=[CH:16][CH:15]=[CH:14][CH:13]=1.[Cl-].C1([N+:25]#N)C=CC=CC=1.[F:27][B-](F)(F)F.NC1C=CC=CC=1.[F-].C1([N+]#N)C=CC=CC=1>F>[F:3][C:4]1[CH:9]=[CH:8][CH:7]=[C:6]([F:27])[CH:5]=1.[C:14]1([NH2:25])[CH:15]=[CH:16][CH:17]=[C:12]([NH2:11])[CH:13]=1 |f:2.3,4.5,8.9|. Procedure details: Fluorobenzenes have hitherto been prepared from the corresponding substituted anilines by diazotization and subsequent replacement of the diazo group by fluorine. Thus the preparation of fluorobenzene by diazotization of aniline hydrochloride, conversion of the resulting benzenediazonium chloride into the tetrafluoroborate and subsequent heating has long been known (G. Balz and G. Schiemann, Ber. 60 (1927) 1188; D. T. Flood, Org. Synth. Coll. Vol II (1943) 295). In addition, the preparation of f...